Dataset: the Open Reaction Database (ORD), a public repository of structured organic reaction records. Task: describe an organic reaction: reactants, conditions, products, and yield Starting materials: COc1ccc(-c2nc(Sc3ccc(C(F)(F)F)cc3)[nH]c2-c2ccc(OC)cc2)cc1, ClCCl, O=C(OO)c1cccc(Cl)c1. Product: COc1ccc(-c2nc(S(=O)c3ccc(C(F)(F)F)cc3)[nH]c2-c2ccc(OC)cc2)cc1. Reaction SMILES: [CH3:12][O:13][c:14]1[cH:15][cH:16][c:17](-[c:20]2[n:21][c:22]([S:33][c:34]3[cH:35][cH:36][c:37]([C:40]([F:41])([F:42])[F:43])[cH:38][cH:39]3)[nH:23][c:24]2-[c:25]2[cH:26][cH:27][c:28]([O:31][CH3:32])[cH:29][cH:30]2)[cH:18][cH:19]1.[Cl:44][CH2:45][Cl:46].[OH:1][O:2][C:3]([c:4]1[cH:5][c:6]([Cl:7])[cH:8][cH:9][cH:10]1)=[O:11]>>[O:1]=[S:33]([c:22]1[n:21][c:20](-[c:17]2[cH:16][cH:15][c:14]([O:13][CH3:12])[cH:19][cH:18]2)[c:24](-[c:25]2[cH:26][cH:27][c:28]([O:31][CH3:32])[cH:29][cH:30]2)[nH:23]1)[c:34]1[cH:35][cH:36][c:37]([C:40]([F:41])([F:42])[F:43])[cH:38][cH:39]1. Reactants: C(C)(C)(C)O[C@H](C(=O)O)C=1C(=C2C=CC(=NC2=CC1C)CN(C1=CC=CC=C1)C)C1=CC=C(C=C1)Cl ((S)-2-tert-butoxy-2-(5-(4-chlorophenyl)-7-methyl-2-((methyl(phenyl)amino) methyl)quinolin-6-yl)acetic acid), C1(=CC=C(C=C1)C1=C2C=CC(=NC2=CC(=C1C(C(=O)OCC)OC(C)(C)C)C)C)C1=CC=CC=C1 (ethyl 2-(5-(biphenyl-4-yl)-2,7-dimethylquinolin-6-yl)-2-tert-butoxyacetate), C(C)(=O)[O-] (acetate). Product: C1(=CC=C(C=C1)C1=C2C=CC(=NC2=CC(=C1C(C(=O)O)OC(C)(C)C)C)C)C1=CC=CC=C1 (2-(5-(Biphenyl-4-yl)-2,7-dimethylquinolin-6-yl)-2-tert-butoxyacetic acid). Reaction SMILES: C(O[C@@H](C1C(C2C=CC(Cl)=CC=2)=C2C(=CC=1C)N=C(CN(C)C1C=CC=CC=1)C=C2)C(O)=O)(C)(C)C.[C:37]1([C:66]2[CH:71]=[CH:70][CH:69]=[CH:68][CH:67]=2)[CH:42]=[CH:41][C:40]([C:43]2[C:52]([CH:53]([O:59][C:60]([CH3:63])([CH3:62])[CH3:61])[C:54]([O:56]CC)=[O:55])=[C:51]([CH3:64])[CH:50]=[C:49]3[C:44]=2[CH:45]=[CH:46][C:47]([CH3:65])=[N:48]3)=[CH:39][CH:38]=1.C([O-])(=O)C>>[C:37]1([C:66]2[CH:67]=[CH:68][CH:69]=[CH:70][CH:71]=2)[CH:38]=[CH:39][C:40]([C:43]2[C:52]([CH:53]([O:59][C:60]([CH3:63])([CH3:62])[CH3:61])[C:54]([OH:56])=[O:55])=[C:51]([CH3:64])[CH:50]=[C:49]3[C:44]=2[CH:45]=[CH:46][C:47]([CH3:65])=[N:48]3)=[CH:41][CH:42]=1. Procedure details: 2-(5-(Biphenyl-4-yl)-2,7-dimethylquinolin-6-yl)-2-tert-butoxyacetic acid was prepared following the procedure used to prepare compound (S)-2-tert-butoxy-2-(5-(4-chlorophenyl)-7-methyl-2-((methyl(phenyl)amino) methyl)quinolin-6-yl)acetic acid of Example 14, except that ethyl 2-(5-(biphenyl-4-yl)-2,7-dimethylquinolin-6-yl)-2-tert-butoxyacetate was used instead of (S)-ethyl 2-tert-butoxy-2-(5-(4-chlorophenyl)-7-methyl-2-(methyl(phenyl)amino)methyl)quinolin-6-yl)acetate. 1H-NMR 300 MHz, (CD3OD) 8.40... The reactants are C1CCNCC1, ClCCCl, CN(C)C=O, On1nnc2ccccc21, O=C(OCc1ccccc1)N1CCC(CNc2ncccn2)CC1, O=C(O)CCCc1cccs1. Product: O=C(CCCc1cccs1)N1CCC(CNc2ncccn2)CC1. RXN SMILES: [CH2:25]1[CH2:26][CH2:27][NH:28][CH2:29][CH2:30]1.[CH2:31]([Cl:32])[CH2:33][Cl:34].[O:56]=[CH:57][N:58]([CH3:59])[CH3:60].[OH:35][n:36]1[c:37]2[c:38]([cH:39][cH:40][cH:41][cH:42]2)[n:43][n:44]1.[n:1]1[c:2]([NH:7][CH2:8][CH:9]2[CH2:10][CH2:11][N:12]([C:15]([O:17][CH2:16][c:18]3[cH:19][cH:20][cH:21][cH:22][cH:23]3)=[O:24])[CH2:13][CH2:14]2)[n:3][cH:4][cH:5][cH:6]1.[s:45]1[c:46]([CH2:50][CH2:51][CH2:52][C:53]([OH:54])=[O:55])[cH:47][cH:48][cH:49]1>>[n:1]1[c:2]([NH:7][CH2:8][CH:9]2[CH2:10][CH2:11][N:12]([C:15](=[O:17])[CH2:52][CH2:51][CH2:50][c:46]3[s:45][cH:49][cH:48][cH:47]3)[CH2:13][CH2:14]2)[n:3][cH:4][cH:5][cH:6]1. Starting materials: CCc1cc(C(=O)O)cc(C)c1OCc1ccccc1, ClCCCl, CCOC(C)=O, CCN(C(C)C)C(C)C, Cl, Cl, CCOC(CN)(OCC)c1cc(C)nc(NC(C)C)n1, CN(C)C=O, On1nnc2ccccc21. Yields the product CCOC(CNC(=O)c1cc(C)c(OCc2ccccc2)c(CC)c1)(OCC)c1cc(C)nc(NC(C)C)n1. As a reaction SMILES: [CH2:1]([c:2]1[cH:3][cH:4][cH:5][cH:6][cH:7]1)[O:8][c:9]1[c:10]([CH2:19][CH3:20])[cH:11][c:12]([C:13](=[O:14])[OH:15])[cH:16][c:17]1[CH3:18].[CH2:21]([Cl:22])[CH2:23][Cl:24].[CH3:71][CH2:72][O:73][C:74]([CH3:75])=[O:76].[CH:35]([N:36]([CH2:37][CH3:38])[CH:39]([CH3:40])[CH3:41])([CH3:42])[CH3:43].[ClH:44].[ClH:45].[NH2:46][CH2:47][C:48]([O:49][CH2:50][CH3:51])([O:52][CH2:53][CH3:54])[c:55]1[n:56][c:57]([NH:62][CH:63]([CH3:64])[CH3:65])[n:58][c:59]([CH3:61])[cH:60]1.[O:66]=[CH:67][N:68]([CH3:69])[CH3:70].[OH:25][n:26]1[c:27]2[c:28]([cH:29][cH:30][cH:31][cH:32]2)[n:33][n:34]1>>[CH2:1]([c:2]1[cH:3][cH:4][cH:5][cH:6][cH:7]1)[O:8][c:9]1[c:10]([CH2:19][CH3:20])[cH:11][c:12]([C:13](=[O:15])[NH:46][CH2:47][C:48]([O:49][CH2:50][CH3:51])([O:52][CH2:53][CH3:54])[c:55]2[n:56][c:57]([NH:62][CH:63]([CH3:64])[CH3:65])[n:58][c:59]([CH3:61])[cH:60]2)[cH:16][c:17]1[CH3:18]. Reported procedure: A stirred mixture of N-[5-(3-Fluoro-4-methanesulfonyl-phenyl)-4-methyl-thiazol-2-yl]-acetamide (Example 64) (0.05 g, 0.15 mmol) and 1-methylpiperazine (0.1 ml, 0.9 mmol) in dry DMSO (1 ml) is heated under argon at 115° C. for 1 hour. The solvent is removed and water (30 ml) is added. The product is extracted with ethyl acetate (2×30 ml) and the combined organic extracts are washed with brine (20 ml) and dried (MgSO4). Removal of the solvent and trituration with diethyl ether affords the title co... Conditions: temperature 115 celsius. The product is CS(=O)(=O)C1=C(C=C(C=C1)C1=C(N=C(S1)NC(C)=O)C)N1CCN(CC1)C (N-{5-[4-Methanesulfonyl-3-(4-methyl-piperazin-1-yl)-phenyl]-4-methyl-thiazol-2-yl}-acetamide). The solvent is CS(=O)C (DMSO). Starting materials: FC=1C=C(C=CC1S(=O)(=O)C)C1=C(N=C(S1)NC(C)=O)C (N-[5-(3-Fluoro-4-methanesulfonyl-phenyl)-4-methyl-thiazol-2-yl]-acetamide), CN1CCNCC1 (1-methylpiperazine). RXN SMILES: F[C:2]1[CH:3]=[C:4]([C:12]2[S:16][C:15]([NH:17][C:18](=[O:20])[CH3:19])=[N:14][C:13]=2[CH3:21])[CH:5]=[CH:6][C:7]=1[S:8]([CH3:11])(=[O:10])=[O:9].[CH3:22][N:23]1[CH2:28][CH2:27][NH:26][CH2:25][CH2:24]1>CS(C)=O>[CH3:11][S:8]([C:7]1[CH:6]=[CH:5][C:4]([C:12]2[S:16][C:15]([NH:17][C:18](=[O:20])[CH3:19])=[N:14][C:13]=2[CH3:21])=[CH:3][C:2]=1[N:26]1[CH2:27][CH2:28][N:23]([CH3:22])[CH2:24][CH2:25]1)(=[O:10])=[O:9]. Yields the product CN1CCN(c2cc3c(cc2F)c(=O)c(C(=O)O)cn3CCF)CC1. As a reaction SMILES: [CH3:20][N:21]1[CH2:22][CH2:23][NH:24][CH2:25][CH2:26]1.[F:1][CH2:2][CH2:3][n:4]1[cH:5][c:6]([C:17](=[O:18])[OH:19])[c:7](=[O:16])[c:8]2[cH:9][c:10]([F:15])[c:11]([Cl:14])[cH:12][c:13]12.[cH:27]1[cH:28][cH:29][n:30][cH:31][cH:32]1>>[F:1][CH2:2][CH2:3][n:4]1[cH:5][c:6]([C:17](=[O:18])[OH:19])[c:7](=[O:16])[c:8]2[cH:9][c:10]([F:15])[c:11]([N:24]3[CH2:23][CH2:22][N:21]([CH3:20])[CH2:26][CH2:25]3)[cH:12][c:13]12. Starting materials: CN1CCNCC1, O=C(O)c1cn(CCF)c2cc(Cl)c(F)cc2c1=O, c1ccncc1. The reactants are NC1=C(C(=O)O)C(=CC=C1)C (2-amino-6-methylbenzoic acid), ClCC(=O)Cl (2-chloroacetyl chloride). Product: ClCC(=O)NC1=C(C(=O)O)C(=CC=C1)C (2-(-2-chloroacetamido)-6-methylbenzoic acid). RXN SMILES: [NH2:1][C:2]1[CH:10]=[CH:9][CH:8]=[C:7]([CH3:11])[C:3]=1[C:4]([OH:6])=[O:5].[Cl:12][CH2:13][C:14](Cl)=[O:15]>>[Cl:12][CH2:13][C:14]([NH:1][C:2]1[CH:10]=[CH:9][CH:8]=[C:7]([CH3:11])[C:3]=1[C:4]([OH:6])=[O:5])=[O:15]. Procedure: 2-amino-6-methylbenzoic acid is reacted with 2-chloroacetyl chloride to produce the 2-(-2-chloroacetamido)-6-methylbenzoic acid. Reaction with o-toluidine and phosphoryl trichloride yields the cyclized intermediate. Further reaction with diBOC-protected adenine give the BOC protected product, which is deprotected resulting in 2-((6-amino-9H-purin-9-yl) methyl)-5-methyl-3-o-tolylquinazolin-4(3H)-one (2c).